This data is from the Open Reaction Database (ORD), a public repository of structured organic reaction records. The task is: describe an organic reaction: reactants, conditions, products, and yield Starting materials: C(C)OC(=O)C1(CC1)C1=CC=C(C=C1)C1=CC=C(C=C1)C1=C(C(=NO1)C)CCC(=O)O (1-{4′-[4-(2-carboxy-ethyl)-3-methyl-isoxazol-5-yl]-biphenyl-4-yl}-cyclopropanecarboxylic acid ethyl ester), C(C1=CC=CC=C1)N (benzylamine). Product: C(C)OC(=O)C1(CC1)C1=CC=C(C=C1)C1=CC=C(C=C1)C1=C(C(=NO1)C)CCC(NCC1=CC=CC=C1)=O (1-{4′-[4-(2-Benzylcarbamoyl-ethyl)-3-methyl-isoxazol-5-yl]-biphenyl-4-yl}-cyclopropanecarboxylic acid ethyl ester). As a reaction SMILES: [CH2:1]([O:3][C:4]([C:6]1([C:9]2[CH:14]=[CH:13][C:12]([C:15]3[CH:20]=[CH:19][C:18]([C:21]4[O:25][N:24]=[C:23]([CH3:26])[C:22]=4[CH2:27][CH2:28][C:29](O)=[O:30])=[CH:17][CH:16]=3)=[CH:11][CH:10]=2)[CH2:8][CH2:7]1)=[O:5])[CH3:2].[CH2:32]([NH2:39])[C:33]1[CH:38]=[CH:37][CH:36]=[CH:35][CH:34]=1>>[CH2:1]([O:3][C:4]([C:6]1([C:9]2[CH:14]=[CH:13][C:12]([C:15]3[CH:20]=[CH:19][C:18]([C:21]4[O:25][N:24]=[C:23]([CH3:26])[C:22]=4[CH2:27][CH2:28][C:29](=[O:30])[NH:39][CH2:32][C:33]4[CH:38]=[CH:37][CH:36]=[CH:35][CH:34]=4)=[CH:17][CH:16]=3)=[CH:11][CH:10]=2)[CH2:8][CH2:7]1)=[O:5])[CH3:2]. Reported procedure: Prepared according to the procedure described in Example 33, Step 4, using 1-{4′-[4-(2-carboxy-ethyl)-3-methyl-isoxazol-5-yl]-biphenyl-4-yl}-cyclopropanecarboxylic acid ethyl ester and benzylamine.